From a dataset of the Open Reaction Database (ORD), a public repository of structured organic reaction records. describe an organic reaction: reactants, conditions, products, and yield Product: CNc1ccc([N+](=O)[O-])cc1[N+](=O)[O-]. RXN SMILES: [CH3:14][NH2:15].[N+:1](=[O:2])([O-:3])[c:4]1[c:5]([Cl:13])[cH:6][cH:7][c:8]([N+:10](=[O:11])[O-:12])[cH:9]1.[Na+:17].[OH-:16].[OH2:18]>>[N+:1](=[O:2])([O-:3])[c:4]1[c:5]([NH:15][CH3:14])[cH:6][cH:7][c:8]([N+:10](=[O:11])[O-:12])[cH:9]1. Starting materials: CN, O=[N+]([O-])c1ccc(Cl)c([N+](=O)[O-])c1, [Na+], [OH-], O. The reactants are [OH-].[Na+] (NaOH), C(=O)(C(F)(F)F)O (TFA), C(C)(=O)OC1CCC=2C1=NC=C(C2N2C[C@H](CCC2)NC(=O)OC(C)(C)C)NC(=O)C2=NC(=C(C=C2)F)C2=C(C=C(C=C2F)S(=O)(=O)C)F (4-{(3S)-3-[(tert-Butoxycarbonyl)amino]piperidin-1-yl}-3-[({6-[2,6-difluoro-4-(methylsulfonyl)phenyl]-5-fluoropyridin-2-yl}carbonyl)amino]-6,7-dihydro-5H-cyclopenta[b]pyridin-7-yl acetate). Run in C1CCOC1 (THF), CO (MeOH), C(Cl)Cl (DCM). Conditions: time 30 minute. Product: N[C@@H]1CN(CCC1)C1=C2C(=NC=C1NC(=O)C1=NC(=C(C=C1)F)C1=C(C=C(C=C1F)S(=O)(=O)C)F)C(CC2)O (N-{4-[(3S)-3-Aminopiperidin-1-yl]-7-hydroxy-6,7-dihydro-5H-cyclopenta[b]pyridin-3-yl}-6-[2,6-difluoro-4-(methylsulfonyl)phenyl]-5-fluoropyridine-2-carboxamide). RXN SMILES: C([O:4][CH:5]1[C:9]2=[N:10][CH:11]=[C:12]([NH:28][C:29]([C:31]3[CH:36]=[CH:35][C:34]([F:37])=[C:33]([C:38]4[C:43]([F:44])=[CH:42][C:41]([S:45]([CH3:48])(=[O:47])=[O:46])=[CH:40][C:39]=4[F:49])[N:32]=3)=[O:30])[C:13]([N:14]3[CH2:19][CH2:18][CH2:17][C@H:16]([NH:20]C(OC(C)(C)C)=O)[CH2:15]3)=[C:8]2[CH2:7][CH2:6]1)(=O)C.[OH-].[Na+].C(O)(C(F)(F)F)=O>CO.C1COCC1.C(Cl)Cl>[NH2:20][C@H:16]1[CH2:17][CH2:18][CH2:19][N:14]([C:13]2[C:12]([NH:28][C:29]([C:31]3[CH:36]=[CH:35][C:34]([F:37])=[C:33]([C:38]4[C:39]([F:49])=[CH:40][C:41]([S:45]([CH3:48])(=[O:46])=[O:47])=[CH:42][C:43]=4[F:44])[N:32]=3)=[O:30])=[CH:11][N:10]=[C:9]3[CH:5]([OH:4])[CH2:6][CH2:7][C:8]=23)[CH2:15]1 |f:1.2|. Procedure details: 4-{(3S)-3-[(tert-Butoxycarbonyl)amino]piperidin-1-yl}-3-[({6-[2,6-difluoro-4-(methylsulfonyl)phenyl]-5-fluoropyridin-2-yl}carbonyl)amino]-6,7-dihydro-5H-cyclopenta[b]pyridin-7-yl acetate (11.0 mg, 0.0156 mmol) was dissolved in MeOH (0.04 mL) and THF (0.20 mL), then 1.0 M aq. NaOH (0.062 mL, 0.062 mmol) was added. The reaction mixture was stirred at room temperature for 30 min. The organic solvents and trace of water were removed under vacuum to give a crude intermediate. The intermediate was dis... Starting materials: BrC(CCCN1C(C=2C(C1=O)=CC=CC2)=O)C (BPP), NC=1C=C(C(=C2C(=CC=NC12)C)OCCCCCCCCCC1=CC=CC=C1)OC (8-amino-6-methoxy-4-methyl-5-(9-phenylnonoxy) quinoline), BrC(CCCN1C(C=2C(C1=O)=CC=CC2)=O)C (4-bromo-1-phthalimidopentane), BrC(CCCN1C(C=2C(C1=O)=CC=CC2)=O)C (BPP). The reagents and catalysts are CCN(CC)CC (Et3N), CCN(CC)CC (Et3N). Solvent: CCN(CC)CC (Et3N). Run at time 2 hour. The product is COC=1C(=C2C(=CC=NC2=C(C1)NC(CCCN1C(C=2C(C1=O)=CC=CC2)=O)C)C)OCCCCCCCCCC2=CC=CC=C2 (6-methoxy-4-methyl-8-(1-methyl-4-phthalimidobutylamino)-5-(9-phenylnonoxy) quinoline). Yield: 72.4%. As a reaction SMILES: [NH2:1][C:2]1[CH:3]=[C:4]([O:29][CH3:30])[C:5]([O:13][CH2:14][CH2:15][CH2:16][CH2:17][CH2:18][CH2:19][CH2:20][CH2:21][CH2:22][C:23]2[CH:28]=[CH:27][CH:26]=[CH:25][CH:24]=2)=[C:6]2[C:11]=1[N:10]=[CH:9][CH:8]=[C:7]2[CH3:12].Br[CH:32]([CH3:47])[CH2:33][CH2:34][CH2:35][N:36]1[C:40](=[O:41])[C:39]2=[CH:42][CH:43]=[CH:44][CH:45]=[C:38]2[C:37]1=[O:46]>CCN(CC)CC>[CH3:30][O:29][C:4]1[C:5]([O:13][CH2:14][CH2:15][CH2:16][CH2:17][CH2:18][CH2:19][CH2:20][CH2:21][CH2:22][C:23]2[CH:28]=[CH:27][CH:26]=[CH:25][CH:24]=2)=[C:6]2[C:11](=[C:2]([NH:1][CH:32]([CH3:47])[CH2:33][CH2:34][CH2:35][N:36]3[C:40](=[O:41])[C:39]4=[CH:42][CH:43]=[CH:44][CH:45]=[C:38]4[C:37]3=[O:46])[CH:3]=1)[N:10]=[CH:9][CH:8]=[C:7]2[CH3:12]. Procedure: A stirred mixture of 8-amino-6-methoxy-4-methyl-5-(9-phenylnonoxy) quinoline (0.85 g, 0.002 mol) and 4-bromo-1-phthalimidopentane (BPP) (2.4 g, 0.008 mol) was heated at 125°-135° C. while Et3N (1 ml) was added in small portions during 0.5 hr. After 2 h, second portions of BPP (0.6 g) and Et3N (2 drops) were introduced. Identical additions of BPP (0.6 g) and Et3N (2 drops) were made three more times at 1 h intervals. The mixture was allowed to cool, extracted with Et2O and the extract was treated... The reactants are C1=C(C=CC2=CC(=CC=C12)C(=O)O)C(=O)O (2,6-naphthalenedicarboxylic acid), [K+].[K+].C1=C(C=CC2=CC(=CC=C12)C(=O)[O-])C(=O)[O-] (2,6-naphthalenedicarboxylic acid dipotassium salt), [K+].C(C=1C(C(=O)O)=CC=CC1)(=O)[O-] (phthalic acid monopotassium salt). The solvent is O (water). Product: [K+].C1=C(C=CC2=CC(=CC=C12)C(=O)O)C(=O)[O-] (2,6-naphthalenedicarboxylic acid monopotassium salt). RXN SMILES: [CH:1]1[C:10]2[C:5](=[CH:6][C:7]([C:11]([OH:13])=[O:12])=[CH:8][CH:9]=2)[CH:4]=[CH:3][C:2]=1[C:14]([OH:16])=[O:15].[K+:17].[K+].C1C2C(=CC(C([O-])=O)=CC=2)C=CC=1C([O-])=O.[K+].C([O-])(=O)C1C(=CC=CC=1)C(O)=O>O>[K+:17].[CH:1]1[C:10]2[C:5](=[CH:6][C:7]([C:11]([OH:13])=[O:12])=[CH:8][CH:9]=2)[CH:4]=[CH:3][C:2]=1[C:14]([O-:16])=[O:15] |f:1.2.3,4.5,7.8|. Procedure details: A process for preparing 2,6-naphthalenedicarboxylic acid which comprises a) reacting 2,6-naphthalenedicarboxylic acid dipotassium salt with phthalic acid monopotassium salt in the presence of water at a temperature of 0°-200° C. to yield solid 2,6-naphthalenedicarboxylic acid monopotassium salt and an aqueous solution of a phthalic acid dipotassium salt; b) separating the solid 2,6-naphthalenedicarboxylic acid monopotassium salt from the aqueous solution containing phthalic acid dipotassium salt... The reactants are ClC1=CC=C(C(=N1)C)CN1CCOCC1 (4-[(6-chloro-2-methylpyridin-3-yl)methyl]morpholine), NC=1SC(=CC1C(=O)N)C1=C(C=C(C=C1F)C(C)(C)O)F (2-amino-5-[2,6-difluoro-4-(1-hydroxy-1-methylethyl)phenyl]thiophene-3-carboxamide). Yields the product FC1=C(C(=CC(=C1)C(C)(C)O)F)C1=CC(=C(S1)NC1=NC(=C(C=C1)CN1CCOCC1)C)C(=O)N (5-[2,6-Difluoro-4-(1-hydroxy-1-methylethyl)phenyl]-2-{[6-methyl-5-(morpholin-4-ylmethyl)pyridin-2-yl]amino}thiophene-3-carboxamide). Reaction SMILES: Cl[C:2]1[N:7]=[C:6]([CH3:8])[C:5]([CH2:9][N:10]2[CH2:15][CH2:14][O:13][CH2:12][CH2:11]2)=[CH:4][CH:3]=1.[NH2:16][C:17]1[S:18][C:19]([C:25]2[C:30]([F:31])=[CH:29][C:28]([C:32]([OH:35])([CH3:34])[CH3:33])=[CH:27][C:26]=2[F:36])=[CH:20][C:21]=1[C:22]([NH2:24])=[O:23]>>[F:36][C:26]1[CH:27]=[C:28]([C:32]([OH:35])([CH3:34])[CH3:33])[CH:29]=[C:30]([F:31])[C:25]=1[C:19]1[S:18][C:17]([NH:16][C:2]2[CH:3]=[CH:4][C:5]([CH2:9][N:10]3[CH2:15][CH2:14][O:13][CH2:12][CH2:11]3)=[C:6]([CH3:8])[N:7]=2)=[C:21]([C:22]([NH2:24])=[O:23])[CH:20]=1. Reported procedure: The title compound was synthesized from 4-[(6-chloro-2-methylpyridin-3-yl)methyl]morpholine (90 mg, 0.40 mmol) and 2-amino-5-[2,6-difluoro-4-(1-hydroxy-1-methylethyl)phenyl]thiophene-3-carboxamide (130 mg, 0.42 mmol) according to the procedure described in Example 1. Starting materials: C(C)(C)(C)OC(=O)N[C@H](C(CN[C@@H](CC1=CC=CC=C1)C(=O)N[C@@H](CC(C)C)C(=O)OC(C)(C)C)=O)C (N-[N-[(S)-3-[[(t-butyloxy)carbonyl]amino]-2-oxobutyl]-L-phenylalanyl]-L-leucine, t-butyl ester), [BH4-].[Na+] (sodium borohydride). Solvent: CO (methanol). Reaction conditions: time 15 minute. Yields the product C(C)(C)(C)OC(=O)N[C@H](C(CN[C@@H](CC1=CC=CC=C1)C(=O)N[C@@H](CC(C)C)C(=O)OC(C)(C)C)O)C (N-[(3S)-3-[[(t-Butyloxy)carbonyl]amino]-2-hydroxybutyl]-L-phenylalanyl-L-leucine, t-butyl ester). Isolated yield 93.5%. As a reaction SMILES: [C:1]([O:5][C:6]([NH:8][C@@H:9]([CH3:37])[C:10](=[O:36])[CH2:11][NH:12][C@H:13]([C:21]([NH:23][C@H:24]([C:29]([O:31][C:32]([CH3:35])([CH3:34])[CH3:33])=[O:30])[CH2:25][CH:26]([CH3:28])[CH3:27])=[O:22])[CH2:14][C:15]1[CH:20]=[CH:19][CH:18]=[CH:17][CH:16]=1)=[O:7])([CH3:4])([CH3:3])[CH3:2].[BH4-].[Na+]>CO>[C:1]([O:5][C:6]([NH:8][C@@H:9]([CH3:37])[CH:10]([OH:36])[CH2:11][NH:12][C@H:13]([C:21]([NH:23][C@H:24]([C:29]([O:31][C:32]([CH3:33])([CH3:35])[CH3:34])=[O:30])[CH2:25][CH:26]([CH3:28])[CH3:27])=[O:22])[CH2:14][C:15]1[CH:20]=[CH:19][CH:18]=[CH:17][CH:16]=1)=[O:7])([CH3:2])([CH3:3])[CH3:4] |f:1.2|. Reported procedure: To a solution of N-[N-[(S)-3-[[(t-butyloxy)carbonyl]amino]-2-oxobutyl]-L-phenylalanyl]-L-leucine, t-butyl ester (1.50 g, 2.89 mmol) in 15 ml of methanol at 0° C. was added sodium borohydride (109 mg, 2.89 mmol) in six portions over approximately 5 minutes. After 15 minutes, the solvent was evaporated. The residue was taken up into ethyl acetate (100 ml), washed with water until the extracts were neutral, washed with brine and then dried (sodium sulfate) and evaporated to give 1.41 g of the title... Reactants: C(C)(C)(C)OC(NC1(CCC1)C1=CC=C(C=C1)C1=C(OC2=CC=C(C=C2C1=O)F)C1=CC=CC=C1)=O ({1-[4-(6-fluoro-4-oxo-2-phenyl-4H-chromen-3-yl)-phenyl]-cyclobutyl}-carbamic acid tert-butyl ester), FC=1C=CC=C2C(C(=C(OC12)C1=CC=CC=C1)I)=O (8-fluoro-3-iodo-2-phenyl-chromen-4-one). Yields the product C(C)(C)(C)OC(NC1(CCC1)C1=CC=C(C=C1)C1=C(OC2=C(C=CC=C2C1=O)F)C1=CC=CC=C1)=O ({1-[4-(8-Fluoro-4-oxo-2-phenyl-4H-chromen-3-yl)-phenyl]-cyclobutyl}-carbamic acid tert-butyl ester). Yield: 49.0%. RXN SMILES: [C:1]([O:5][C:6](=[O:36])[NH:7][C:8]1([C:12]2[CH:17]=[CH:16][C:15]([C:18]3[C:27](=[O:28])[C:26]4[C:21](=[CH:22][CH:23]=[C:24]([F:29])[CH:25]=4)[O:20][C:19]=3[C:30]3[CH:35]=[CH:34][CH:33]=[CH:32][CH:31]=3)=[CH:14][CH:13]=2)[CH2:11][CH2:10][CH2:9]1)([CH3:4])([CH3:3])[CH3:2].FC1C=CC=C2C=1OC(C1C=CC=CC=1)=C(I)C2=O>>[C:1]([O:5][C:6](=[O:36])[NH:7][C:8]1([C:12]2[CH:17]=[CH:16][C:15]([C:18]3[C:27](=[O:28])[C:26]4[C:25](=[C:24]([F:29])[CH:23]=[CH:22][CH:21]=4)[O:20][C:19]=3[C:30]3[CH:35]=[CH:34][CH:33]=[CH:32][CH:31]=3)=[CH:14][CH:13]=2)[CH2:9][CH2:10][CH2:11]1)([CH3:2])([CH3:4])[CH3:3]. Procedure details: Following the procedure used to prepare {1-[4-(6-fluoro-4-oxo-2-phenyl-4H-chromen-3-yl)-phenyl]-cyclobutyl}-carbamic acid tert-butyl ester, 8-fluoro-3-iodo-2-phenyl-chromen-4-one (55 mg, 0.15 mmol) was reacted to give the title compound (36 mg, 49%). LCMS (Method A): RT=4.91 min, [M+H]+=486.